The task is: describe an organic reaction: reactants, conditions, products, and yield. This data is from the Open Reaction Database (ORD), a public repository of structured organic reaction records. The reactants are COC1=CC=C(CN)C=C1 (4-methoxybenzylamine), CC(=O)C (acetone), C(C)(=O)O[BH-](OC(C)=O)OC(C)=O.[Na+] (sodium triacetoxyborohydride). Solvent: ClC(C)Cl (dichloroethane). Conditions: time 30 minute. The product is C(C)(C)NCC1=CC=C(C=C1)OC (Isopropyl-(4-methoxybenzyl)-amine). Isolated yield 85.4%. RXN SMILES: [CH3:1][O:2][C:3]1[CH:10]=[CH:9][C:6]([CH2:7][NH2:8])=[CH:5][CH:4]=1.[CH3:11][C:12]([CH3:14])=O.C(O[BH-](OC(=O)C)OC(=O)C)(=O)C.[Na+]>ClC(Cl)C>[CH:12]([NH:8][CH2:7][C:6]1[CH:9]=[CH:10][C:3]([O:2][CH3:1])=[CH:4][CH:5]=1)([CH3:14])[CH3:11] |f:2.3|. Reported procedure: A mixture of 4-methoxybenzylamine (1.37 g, 10 mmol) and acetone (0.81 mL, 11 mmol) in dry dichloroethane (20 mL) were stirred at room temperature for 30 minutes. To the solution was added sodium triacetoxyborohydride (3.18 g, 15 mmol) and the resulting mixture was stirred at room temperature for 17 hours. The reaction mixture was quenched with 1 N NaOH (50 mL) and the layers were separated. The aqueous layer was extracted with dichloromethane (2×20 mL). The combined extracts were washed with wat... Reactants: COC1=C2C=C(NC2=CC=C1)C (4-Methoxy-2-methyl-1H-indole), [H-].[Na+] (sodium hydride), CCCCCC (hexane), FC1=CC=C(CCl)C=C1 (4-fluorobenzyl chloride). The solvent is CN(C)C=O (DMF), CN(C)C=O (DMF), O (water). Run at time 0.5 hour. Product: FC1=CC=C(C=C1)CN1C(=CC2=C(C=CC=C12)OC)C (1-[(4-fluorophenyl)methyl]-4-methoxy-2-methyl-1H-indole). Isolated yield 81.7%. RXN SMILES: [CH3:1][O:2][C:3]1[CH:11]=[CH:10][CH:9]=[C:8]2[C:4]=1[CH:5]=[C:6]([CH3:12])[NH:7]2.[H-].[Na+].CCCCCC.[F:21][C:22]1[CH:29]=[CH:28][C:25]([CH2:26]Cl)=[CH:24][CH:23]=1>CN(C=O)C.O>[F:21][C:22]1[CH:29]=[CH:28][C:25]([CH2:26][N:7]2[C:8]3[C:4](=[C:3]([O:2][CH3:1])[CH:11]=[CH:10][CH:9]=3)[CH:5]=[C:6]2[CH3:12])=[CH:24][CH:23]=1 |f:1.2|. Procedure details: 4-Methoxy-2-methyl-1H-indole (805 mg, 5 mmol) was added to a mixture of 200 mg (5 mmol) of 60% sodium hydride/mineral oil (washed with hexane before adding DMF) in 10 mL of DMF and after stirring for 0.5 hours, 0.6 mL (5 mmol) of 4-fluorobenzyl chloride was added. The mixture was stirred at room temperature for 18 hours, diluted with water-and extracted with ethyl acetate. The ethyl acetate solution was washed with brine, dried (MgSO4) and after concentrating at reduced pressure, the residue was... The product is CC(C)(C)OC(=O)c1ccc(CCc2ccccc2)cc1Nc1ccc(N2CCOCC2)cc1. As a reaction SMILES: [Br:23][c:24]1[cH:25][cH:26][c:27]([N:30]2[CH2:31][CH2:32][O:33][CH2:34][CH2:35]2)[cH:28][cH:29]1.[C:132]([O-:133])(=[O:134])[CH3:135].[C:137]([O-:138])(=[O:139])[CH3:140].[C:36](=[O:37])([O-:38])[O-:39].[CH3:141][c:142]1[cH:143][cH:144][cH:145][cH:146][cH:147]1.[CH:42]1([P:43]([CH:44]2[CH2:45][CH2:46][CH2:47][CH2:48][CH2:49]2)[c:50]2[cH:51][cH:52][cH:53][cH:54][c:55]2-[c:56]2[c:57]([CH:58]([CH3:59])[CH3:60])[cH:61][c:62]([CH:63]([CH3:64])[CH3:65])[cH:66][c:67]2[CH:68]([CH3:69])[CH3:70])[CH2:71][CH2:72][CH2:73][CH2:74][CH2:75]1.[Cs+:40].[Cs+:41].[NH2:1][c:2]1[c:3]([C:4](=[O:5])[O:6][C:7]([CH3:8])([CH3:9])[CH3:10])[cH:11][cH:12][c:13]([CH2:15][CH2:16][c:17]2[cH:18][cH:19][cH:20][cH:21][cH:22]2)[cH:14]1.[O:114]=[C:115]([CH:116]=[CH:117][c:118]1[cH:119][cH:120][cH:121][cH:122][cH:123]1)[CH:124]=[CH:125][c:126]1[cH:127][cH:128][cH:129][cH:130][cH:131]1.[O:78]=[C:79]([CH:80]=[CH:81][c:82]1[cH:83][cH:84][cH:85][cH:86][cH:87]1)[CH:88]=[CH:89][c:90]1[cH:91][cH:92][cH:93][cH:94][cH:95]1.[O:96]=[C:97]([CH:98]=[CH:99][c:100]1[cH:101][cH:102][cH:103][cH:104][cH:105]1)[CH:106]=[CH:107][c:108]1[cH:109][cH:110][cH:111][cH:112][cH:113]1.[Pd+2:136].[Pd:76].[Pd:77]>>[NH:1]([c:2]1[c:3]([C:4](=[O:5])[O:6][C:7]([CH3:8])([CH3:9])[CH3:10])[cH:11][cH:12][c:13]([CH2:15][CH2:16][c:17]2[cH:18][cH:19][cH:20][cH:21][cH:22]2)[cH:14]1)[c:24]1[cH:25][cH:26][c:27]([N:30]2[CH2:31][CH2:32][O:33][CH2:34][CH2:35]2)[cH:28][cH:29]1. Reactants: Brc1ccc(N2CCOCC2)cc1, CC(=O)[O-], CC(=O)[O-], O=C([O-])[O-], Cc1ccccc1, CC(C)c1cc(C(C)C)c(-c2ccccc2P(C2CCCCC2)C2CCCCC2)c(C(C)C)c1, [Cs+], [Cs+], CC(C)(C)OC(=O)c1ccc(CCc2ccccc2)cc1N, O=C(C=Cc1ccccc1)C=Cc1ccccc1, O=C(C=Cc1ccccc1)C=Cc1ccccc1, O=C(C=Cc1ccccc1)C=Cc1ccccc1, [Pd+2], [Pd], [Pd]. Reactants: COc1cc2c(c(OC(C)=O)c1)C1CCC3(C)C(=O)C(Br)CC3C1CC2, CN(C)C=O, [Cl-], [Li+], O. Yields the product COc1cc2c(c(OC(C)=O)c1)C1CCC3(C)C(=O)C(Cl)CC3C1CC2. RXN SMILES: [C:3]([CH3:4])(=[O:5])[O:6][c:7]1[cH:8][c:9]([O:27][CH3:28])[cH:10][c:11]2[c:24]1[CH:23]1[CH:14]([CH2:13][CH2:12]2)[CH:15]2[CH2:16][CH:17]([Br:26])[C:18](=[O:25])[C:19]2([CH3:20])[CH2:21][CH2:22]1.[CH3:30][N:31]([CH3:32])[CH:33]=[O:34].[Cl-:2].[Li+:1].[OH2:29]>>[Cl:2][CH:17]1[CH2:16][CH:15]2[CH:14]3[CH2:13][CH2:12][c:11]4[cH:10][c:9]([O:27][CH3:28])[cH:8][c:7]([O:6][C:3]([CH3:4])=[O:5])[c:24]4[CH:23]3[CH2:22][CH2:21][C:19]2([CH3:20])[C:18]1=[O:25]. Reactants: CCCCCCC(=O)Cl, CC(C)=CCCC(C)CCOC(=O)CC(=O)OCCC(C)CCC=C(C)C, [H-], [Na+]. The product is CCCCCCC(=O)C(C(=O)OCCC(C)CCC=C(C)C)C(=O)OCCC(C)CCC=C(C)C. Reaction SMILES: [C:28]([CH2:29][CH2:30][CH2:31][CH2:32][CH2:33][CH3:34])(=[O:35])[Cl:36].[CH3:1][CH:2]([CH2:3][CH2:4][O:5][C:6]([CH2:7][C:8](=[O:9])[O:10][CH2:11][CH2:12][CH:13]([CH2:14][CH2:15][CH:16]=[C:17]([CH3:18])[CH3:19])[CH3:20])=[O:21])[CH2:22][CH2:23][CH:24]=[C:25]([CH3:26])[CH3:27].[H-:37].[Na+:38]>>[CH3:1][CH:2]([CH2:3][CH2:4][O:5][C:6]([CH:7]([C:8](=[O:9])[O:10][CH2:11][CH2:12][CH:13]([CH2:14][CH2:15][CH:16]=[C:17]([CH3:18])[CH3:19])[CH3:20])[C:28]([CH2:29][CH2:30][CH2:31][CH2:32][CH2:33][CH3:34])=[O:35])=[O:21])[CH2:22][CH2:23][CH:24]=[C:25]([CH3:26])[CH3:27].